This data is from the Open Reaction Database (ORD), a public repository of structured organic reaction records. The task is: describe an organic reaction: reactants, conditions, products, and yield Starting materials: OCCCO, CC(=O)O, CN(C)C=O, C(=NC1CCCCC1)=NC1CCCCC1, O=C(O)Cn1nnnc1-c1ccsc1. Yields the product O=C(Cn1nnnc1-c1ccsc1)OCCCO. As a reaction SMILES: [CH2:15]([CH2:16][CH2:17][OH:18])[OH:19].[CH3:35][C:36](=[O:37])[OH:38].[CH3:39][N:40]([CH3:41])[CH:42]=[O:43].[CH:20]1([N:21]=[C:22]=[N:23][CH:24]2[CH2:25][CH2:26][CH2:27][CH2:28][CH2:29]2)[CH2:30][CH2:31][CH2:32][CH2:33][CH2:34]1.[s:1]1[cH:2][c:3](-[c:6]2[n:7][n:8][n:9][n:10]2[CH2:11][C:12](=[O:13])[OH:14])[cH:4][cH:5]1>>[s:1]1[cH:2][c:3](-[c:6]2[n:7][n:8][n:9][n:10]2[CH2:11][C:12]([O:13][CH2:15][CH2:16][CH2:17][OH:18])=[O:14])[cH:4][cH:5]1. Reactants: BrB(Br)Br, COc1ccc(NC(=O)C(C)(O)CBr)cc1, ClCCl. Product: CC(O)(CBr)C(=O)Nc1ccc(O)cc1. RXN SMILES: [B:17]([Br:18])([Br:19])[Br:20].[Br:1][CH2:2][C:3]([C:4](=[O:5])[NH:6][c:7]1[cH:8][cH:9][c:10]([O:13][CH3:14])[cH:11][cH:12]1)([CH3:15])[OH:16].[CH2:21]([Cl:22])[Cl:23]>>[Br:1][CH2:2][C:3]([C:4](=[O:5])[NH:6][c:7]1[cH:8][cH:9][c:10]([OH:13])[cH:11][cH:12]1)([CH3:15])[OH:16]. The reactants are C=C(C)C(=O)N=C=O, ClCCCl, OCC=Cc1ccccc1. As a reaction SMILES: [C:1]([C:2](=[CH2:3])[CH3:4])(=[O:5])[N:6]=[C:7]=[O:8].[Cl:19][CH2:20][CH2:21][Cl:22].[OH:9][CH2:10][CH:11]=[CH:12][c:13]1[cH:14][cH:15][cH:16][cH:17][cH:18]1>>[C:1]([C:2](=[CH2:3])[CH3:4])(=[O:5])[NH:6][C:7](=[O:8])[O:9][CH2:10][CH:11]=[CH:12][c:13]1[cH:14][cH:15][cH:16][cH:17][cH:18]1. Product: C=C(C)C(=O)NC(=O)OCC=Cc1ccccc1. Starting materials: C(Cl)Cl (CH2Cl2), BrC1=CC=C2C=CC3=CC=CC4=CC=C1C2=C34 (1-bromopyrene), CB1OB(OB(O1)C)C (trimethylboroxin), C([O-])([O-])=O.[Cs+].[Cs+] (cesium carbonate). The reagents and catalysts are C1=CC=C(C=C1)P([C-]2C=CC=C2)C3=CC=CC=C3.C1=CC=C(C=C1)P([C-]2C=CC=C2)C3=CC=CC=C3.Cl[Pd]Cl.[Fe+2] (PdCl2(dppf)). The solvent is O (water), CN(C=O)C (dimethylformamide), O (water). Run at temperature 80 celsius, time 7 hour. The product is CC1=CC=C2C=CC3=CC=CC4=CC=C1C2=C34 (1-methylpyrene). Yield: 81.7%. RXN SMILES: Br[C:2]1[C:15]2[C:16]3=[C:17]4[C:12](=[CH:13][CH:14]=2)[CH:11]=[CH:10][CH:9]=[C:8]4[CH:7]=[CH:6][C:5]3=[CH:4][CH:3]=1.[CH3:18]B1OB(C)OB(C)O1.C(=O)([O-])[O-].[Cs+].[Cs+].C(Cl)Cl>C1C=CC(P(C2C=CC=CC=2)[C-]2C=CC=C2)=CC=1.C1C=CC(P(C2C=CC=CC=2)[C-]2C=CC=C2)=CC=1.Cl[Pd]Cl.[Fe+2].O.CN(C)C=O>[CH3:18][C:2]1[C:15]2[C:16]3=[C:17]4[C:12](=[CH:13][CH:14]=2)[CH:11]=[CH:10][CH:9]=[C:8]4[CH:7]=[CH:6][C:5]3=[CH:4][CH:3]=1 |f:2.3.4,6.7.8.9|. Reported procedure: A mixed solution of 7 g of 1-bromopyrene, 6 g of trimethylboroxin, 12 g of cesium carbonate, 2 g of PdCl2(dppf).CH2Cl2, 80 ml of dimethylformamide and 8 ml of distilled water was heated and stirred under a nitrogen gas stream at 80° C. for 7 hours. The solution was cooled to room temperature and 50 ml of water was poured into the solution, followed by filtration. The resulting solid was purified by silica gel column chromatography and then vacuum-dried to obtain 4.4 g of 1-methylpyrene.